Dataset: the Open Reaction Database (ORD), a public repository of structured organic reaction records. Task: describe an organic reaction: reactants, conditions, products, and yield Reactants: NC1=CN=C(C(=N1)C(=O)OC)OC (methyl 6-amino-3-methoxy-2-pyrazinecarboxylate), N (ammonia). The solvent is CO (methanol). Conditions: time 14 hour. Product: NC1=CN=C(C(=N1)C(=O)N)OC (6-amino-3-methoxy-2-pyrazinecarboxamide). Reaction SMILES: [NH2:1][C:2]1[N:7]=[C:6]([C:8](OC)=[O:9])[C:5]([O:12][CH3:13])=[N:4][CH:3]=1.[NH3:14]>CO>[NH2:1][C:2]1[N:7]=[C:6]([C:8]([NH2:14])=[O:9])[C:5]([O:12][CH3:13])=[N:4][CH:3]=1. Procedure details: In 70 mL of methanol was dissolved 3.5 g of methyl 6-amino-3-methoxy-2-pyrazinecarboxylate. After introducing gaseous ammonia into the solution to prepare a saturated solution, and the solution was stirred at room temperature for 14 hours. By removing the solvent from the reaction mixture under reduced pressure, 3.1 g of 6-amino-3-methoxy-2-pyrazinecarboxamide was obtained as a solid product.